Task: describe an organic reaction: reactants, conditions, products, and yield. Dataset: the Open Reaction Database (ORD), a public repository of structured organic reaction records Starting materials: [C-]#N, CCO, [Na+], CC(C)(C)C1Cc2cc(NC(=O)C3(c4ccc5c(c4)OCO5)CC3)ccc2N1CCCl, O. The product is CC(C)(C)C1Cc2cc(NC(=O)C3(c4ccc5c(c4)OCO5)CC3)ccc2N1CCC#N. As a reaction SMILES: [C-:32]#[N:33].[CH3:35][CH2:36][OH:37].[Na+:34].[O:1]1[CH2:2][O:3][c:4]2[c:5]1[cH:6][cH:7][c:8]([C:10]1([C:13](=[O:14])[NH:15][c:16]3[cH:17][c:18]4[c:22]([cH:23][cH:24]3)[N:21]([CH2:25][CH2:26][Cl:27])[CH:20]([C:28]([CH3:29])([CH3:30])[CH3:31])[CH2:19]4)[CH2:11][CH2:12]1)[cH:9]2.[OH2:38]>>[O:1]1[CH2:2][O:3][c:4]2[c:5]1[cH:6][cH:7][c:8]([C:10]1([C:13](=[O:14])[NH:15][c:16]3[cH:17][c:18]4[c:22]([cH:23][cH:24]3)[N:21]([CH2:25][CH2:26][C:32]#[N:33])[CH:20]([C:28]([CH3:29])([CH3:30])[CH3:31])[CH2:19]4)[CH2:11][CH2:12]1)[cH:9]2. The reactants are C(C)OC1=CC=C(\C=C/2\C(N(C(S2)=O)CC2=CC=C(C=C2)[N+](=O)[O-])=O)C=C1 ((Z)-5-(4-ethoxybenzylidene)-3-(4-nitrobenzyl)thiazolidine-2,4-dione), [Sn](Cl)Cl (tin(II) chloride), dihydrate. The solvent is ClCCl (dichloromethane), C(Cl)(Cl)Cl.C(C)O (chloroform ethanol). Reaction conditions: temperature 45 celsius, time 8 hour. Product: NC1=CC=C(CN2C(S\C(\C2=O)=C/C2=CC=C(C=C2)OCC)=O)C=C1 ((Z)-3-(4-aminobenzyl)-5-(4-ethoxybenzylidene)thiazolidine-2,4-dione). RXN SMILES: [CH2:1]([O:3][C:4]1[CH:27]=[CH:26][C:7](/[CH:8]=[C:9]2/[C:10](=[O:25])[N:11]([CH2:15][C:16]3[CH:21]=[CH:20][C:19]([N+:22]([O-])=O)=[CH:18][CH:17]=3)[C:12](=[O:14])[S:13]/2)=[CH:6][CH:5]=1)[CH3:2].[Sn](Cl)Cl>C(Cl)(Cl)Cl.C(O)C.ClCCl>[NH2:22][C:19]1[CH:20]=[CH:21][C:16]([CH2:15][N:11]2[C:10](=[O:25])/[C:9](=[CH:8]/[C:7]3[CH:26]=[CH:27][C:4]([O:3][CH2:1][CH3:2])=[CH:5][CH:6]=3)/[S:13][C:12]2=[O:14])=[CH:17][CH:18]=1 |f:2.3|. Procedure details: To a solution of compound 28n (100 mg, 0.26 mol) in 10 mL of chloroform-ethanol co-solvent (ratio, 4:1) was added tin(II) chloride.dihydrate (293 mg, 1.30 mmol). The reaction mixture was stirred at 45° C. overnight. The reaction mixture was diluted with dichloromethane and washed with sat'd aqueous NaHCO3, collected the organic layer, dried over anhydrous Na2SO4, filtered, concentrated and purified by silica column chromatography (10% ethyl acetate in dichloromethane) to afford 88 mg (97.0%) of ...